This data is from the Open Reaction Database (ORD), a public repository of structured organic reaction records. The task is: describe an organic reaction: reactants, conditions, products, and yield The reactants are ClC1=C(C=NC=2N1N=CC2C(=O)OCC)C(=O)N2CCC1(CC2)COC2=C1C=CC=C2 (7-Chloro-3-ethoxycarbonyl-6-(2H-spiro[benzofuran-3,4′-piperidine]-1′-ylcarbonyl)pyrazolo[1,5-a]pyrimidine), FC1=C(N)C=CC=C1C (2-fluoro-3-methylaniline). Product: C(C)OC(=O)C=1C=NN2C1N=CC(=C2NC2=C(C(=CC=C2)C)F)C(=O)N2CCC1(CC2)COC2=C1C=CC=C2 (3-Ethoxycarbonyl-7-(2-fluoro-3-methylphenylamino)-6-(2H-spiro[benzofuran-3,4′-piperidine]-1′-ylcarbonyl)pyrazolo[1,5-a]pyrimidine). Isolated yield 83.9%. Reaction SMILES: Cl[C:2]1[N:7]2[N:8]=[CH:9][C:10]([C:11]([O:13][CH2:14][CH3:15])=[O:12])=[C:6]2[N:5]=[CH:4][C:3]=1[C:16]([N:18]1[CH2:23][CH2:22][C:21]2([C:27]3[CH:28]=[CH:29][CH:30]=[CH:31][C:26]=3[O:25][CH2:24]2)[CH2:20][CH2:19]1)=[O:17].[F:32][C:33]1[C:39]([CH3:40])=[CH:38][CH:37]=[CH:36][C:34]=1[NH2:35]>>[CH2:14]([O:13][C:11]([C:10]1[CH:9]=[N:8][N:7]2[C:2]([NH:35][C:34]3[CH:36]=[CH:37][CH:38]=[C:39]([CH3:40])[C:33]=3[F:32])=[C:3]([C:16]([N:18]3[CH2:23][CH2:22][C:21]4([C:27]5[CH:28]=[CH:29][CH:30]=[CH:31][C:26]=5[O:25][CH2:24]4)[CH2:20][CH2:19]3)=[O:17])[CH:4]=[N:5][C:6]=12)=[O:12])[CH3:15]. Procedure: In the same manner as in Example 19, step 5 and using 7-chloro-3-ethoxycarbonyl-6-(2H-spiro[benzofuran-3,4′-piperidine]-1′-ylcarbonyl)pyrazolo[1,5-a]pyrimidine (0.2 g, 0.45 mmol) obtained in Example 128, step 2 and 2-fluoro-3-methylaniline (0.085 g, 0.68 mmol), the title compound (0.2 g, 85%) was obtained. Reactants: N1=C2C(=NS1)C(=CC=C2)S(=O)(=O)NC2=C(C(=O)O)C=CC(=C2)I (2-(benzo[1,2,5]thiadiazole-4-sulfonylamino)-4-iodobenzoic acid), COC([C@H](C(C)(C)C1=CC=C(C=C1)Cl)N)=O ((S)-2-amino-3-(4-chloro-phenyl)-3-methyl-butyric acid methyl ester). Yields the product COC([C@H](C(C)(C)C1=CC=C(C=C1)Cl)NC(C1=C(C=C(C=C1)I)NS(=O)(=O)C1=CC=CC=2C1=NSN2)=O)=O ((S)-2-[2-(Benzo[1,2,5]thiadiazole-4-sulfonylamino)-4-iodo-benzoylamino]-3-(4-chloro-phenyl)-3-methyl-butyric acid methyl ester). Isolated yield 90.0%. RXN SMILES: [N:1]1[S:5][N:4]=[C:3]2[C:6]([S:10]([NH:13][C:14]3[CH:22]=[C:21]([I:23])[CH:20]=[CH:19][C:15]=3[C:16]([OH:18])=O)(=[O:12])=[O:11])=[CH:7][CH:8]=[CH:9][C:2]=12.[CH3:24][O:25][C:26](=[O:39])[C@@H:27]([NH2:38])[C:28]([C:31]1[CH:36]=[CH:35][C:34]([Cl:37])=[CH:33][CH:32]=1)([CH3:30])[CH3:29]>>[CH3:24][O:25][C:26](=[O:39])[C@@H:27]([NH:38][C:16](=[O:18])[C:15]1[CH:19]=[CH:20][C:21]([I:23])=[CH:22][C:14]=1[NH:13][S:10]([C:6]1[C:3]2=[N:4][S:5][N:1]=[C:2]2[CH:9]=[CH:8][CH:7]=1)(=[O:11])=[O:12])[C:28]([C:31]1[CH:32]=[CH:33][C:34]([Cl:37])=[CH:35][CH:36]=1)([CH3:30])[CH3:29]. Procedure: The title compound (61 mg, 90%) was prepared from 2-(benzo[1,2,5]thiadiazole-4-sulfonylamino)-4-iodobenzoic acid (EXAMPLE 101, Part D) and (S)-2-amino-3-(4-chloro-phenyl)-3-methyl-butyric acid methyl ester (EXAMPLE 107, Part F) as in Example 94, Part A. 1H NMR (500 MHz, CDCl3): 11.26 (s, 1H), 8.36 (dd, J=7.0, 1.0, 1H), 8.21 (dd, J=8.8, 1.0, 1H), 8.07 (d, J=1.6, 1H), 7.72 (dd, J=8.8, 7.0, 1H), 7.35-7.25 (m, 5H), 6.89 (d, J=8.3, 1H), 6.32 (br d, J=9.2, 1H), 4.97 (d, J=9.0, 1H), 3.64 (s, 3H), 1.45 ...